From a dataset of the Open Reaction Database (ORD), a public repository of structured organic reaction records. describe an organic reaction: reactants, conditions, products, and yield Run in CN1CCCC1=O (NMP), C(Cl)Cl (DCM). Reported procedure: A solution of 1-(3-fluoro-2-methylquinoxalin-5-yl)ethanone (126g) (0.65 g, 3.19 mmol), tert-butyl (2-amino-2-methylpropyl)carbamate (1.20 g, 6.37 mmol), and DIEA (2.22 mL, 12.75 mmol) in NMP (6.37 mL) was stirred at 170° C. for 1.5 h when mostly product was observed via lcms. The reaction mixture was diluted with DCM (100 mL), added to a separatory funnel, and washed with saturated aq. brine (4×100 mL); the organic layer was separated, dried over Na2SO4, and concentrated. The crude product was a... Isolated yield 65.5%. The reactants are FC=1C(=NC2=CC=CC(=C2N1)C(C)=O)C (1-(3-Fluoro-2-methylquinoxalin-5-yl)ethanone), NC(CNC(OC(C)(C)C)=O)(C)C (tert-butyl (2-amino-2-methylpropyl)carbamate), CCN(C(C)C)C(C)C (DIEA). Reaction SMILES: F[C:2]1[C:3]([CH3:15])=[N:4][C:5]2[C:10]([N:11]=1)=[C:9]([C:12](=[O:14])[CH3:13])[CH:8]=[CH:7][CH:6]=2.[NH2:16][C:17]([CH3:28])([CH3:27])[CH2:18][NH:19][C:20](=[O:26])[O:21][C:22]([CH3:25])([CH3:24])[CH3:23].CCN(C(C)C)C(C)C>CN1C(=O)CCC1.C(Cl)Cl>[C:12]([C:9]1[CH:8]=[CH:7][CH:6]=[C:5]2[C:10]=1[N:11]=[C:2]([NH:16][C:17]([CH3:28])([CH3:27])[CH2:18][NH:19][C:20](=[O:26])[O:21][C:22]([CH3:24])([CH3:23])[CH3:25])[C:3]([CH3:15])=[N:4]2)(=[O:14])[CH3:13]. Yields the product C(C)(=O)C=1C=CC=C2N=C(C(=NC12)NC(CNC(OC(C)(C)C)=O)(C)C)C (tert-butyl (2-((8-acetyl-3-methylquinoxalin-2-yl)amino)-2-methylpropyl)carbamate). Reactants: CCCN1CCC(C)(C)c2cc(C(C)C)cc(C(C)=C(F)CO)c21, C[N+]1([O-])CCOCC1. Yields the product CCCN1CCC(C)(C)c2cc(C(C)C)cc(C(C)=C(F)C=O)c21. RXN SMILES: [CH2:1]([CH2:2][CH3:3])[N:4]1[CH2:5][CH2:6][C:7]([CH3:23])([CH3:24])[c:8]2[cH:9][c:10]([CH:20]([CH3:21])[CH3:22])[cH:11][c:12]([C:14](=[C:15]([CH2:16][OH:17])[F:18])[CH3:19])[c:13]21.[CH3:25][N+:26]1([O-:32])[CH2:27][CH2:28][O:29][CH2:30][CH2:31]1>>[CH2:1]([CH2:2][CH3:3])[N:4]1[CH2:5][CH2:6][C:7]([CH3:23])([CH3:24])[c:8]2[cH:9][c:10]([CH:20]([CH3:21])[CH3:22])[cH:11][c:12]([C:14](=[C:15]([CH:16]=[O:17])[F:18])[CH3:19])[c:13]21. Starting materials: C=CCN, CCOC(=O)C1=CC(OC(CC)CC)C(N)C(OS(C)(=O)=O)C1, Cl. Product: C=CCNC1CC(C(=O)OCC)=CC(OC(CC)CC)C1N. As a reaction SMILES: [CH2:25]([CH:26]=[CH2:27])[NH2:28].[CH2:2]([CH3:3])[O:4][C:5](=[O:6])[C:7]1=[CH:8][CH:9]([O:19][CH:20]([CH2:21][CH3:22])[CH2:23][CH3:24])[CH:10]([NH2:18])[CH:11]([O:13][S:14]([CH3:15])(=[O:16])=[O:17])[CH2:12]1.[ClH:1]>>[CH2:2]([CH3:3])[O:4][C:5](=[O:6])[C:7]1=[CH:8][CH:9]([O:19][CH:20]([CH2:21][CH3:22])[CH2:23][CH3:24])[CH:10]([NH2:18])[CH:11]([NH:28][CH2:25][CH:26]=[CH2:27])[CH2:12]1. Reactants: C(C)OC(=O)CN(CCC(=O)OCC)C(=O)OCC (ethyl N-(ethoxycarbonylmethyl)-N-(ethoxycarbonyl)-β-alaninate), C[Si]([N-][Si](C)(C)C)(C)C.[K+] (potassium hexamethyldisilazide), P(=O)([O-])([O-])[O-].[Na+].[Na+].[Na+] (sodium phosphate), C(C)(=O)O (acetic acid). Solvent: C1(=CC=CC=C1)C (toluene), C1(=CC=CC=C1)C (toluene), O (water). Conditions: time 45 minute. Yields the product C(C)OC(=O)N1C(C(CC1)=O)C(=O)OCC (ethyl 1-ethoxycarbonyl-3-oxo-pyrrolidine-2-carboxylate). As a reaction SMILES: [CH2:1]([O:3][C:4]([CH2:6][N:7]([C:15]([O:17][CH2:18][CH3:19])=[O:16])[CH2:8][CH2:9][C:10](OCC)=[O:11])=[O:5])[CH3:2].C[Si](C)(C)[N-][Si](C)(C)C.[K+].C(O)(=O)C.P([O-])([O-])([O-])=O.[Na+].[Na+].[Na+]>C1(C)C=CC=CC=1.O>[CH2:18]([O:17][C:15]([N:7]1[CH2:8][CH2:9][C:10](=[O:11])[CH:6]1[C:4]([O:3][CH2:1][CH3:2])=[O:5])=[O:16])[CH3:19] |f:1.2,4.5.6.7|. Procedure details: A solution of 53.9 g of ethyl N-(ethoxycarbonylmethyl)-N-(ethoxycarbonyl)-β-alaninate in 200 ml of toluene is added dropwise to a stirred solution of potassium hexamethyldisilazide (429 ml, 0,653 M) in 125 ml of toluene under nitrogen and cooled to 0° . After 45 minutes at 0°, 21.6 ml of acetic acid is added followed by a solution of 100 g of sodium phosphate (monobasic) in 1 liter of water. The layers are separated, the organic layer is washed with pH 7 buffer, dried over sodium sulfate, filter... Starting materials: B, CSC, Cc1ccccc1, CCOCC, Cl, COc1ccccc1N1CCN(C(=O)C(N)CC2CCCCC2)CC1, O. The product is COc1ccccc1N1CCN(CC(N)CC2CCCCC2)CC1. As a reaction SMILES: [BH3:29].[CH3:26][S:27][CH3:28].[CH3:31][c:32]1[cH:33][cH:34][cH:35][cH:36][cH:37]1.[CH3:39][CH2:40][O:41][CH2:42][CH3:43].[ClH:30].[NH2:1][CH:2]([C:3](=[O:4])[N:5]1[CH2:6][CH2:7][N:8]([c:11]2[c:12]([O:17][CH3:18])[cH:13][cH:14][cH:15][cH:16]2)[CH2:9][CH2:10]1)[CH2:19][CH:20]1[CH2:21][CH2:22][CH2:23][CH2:24][CH2:25]1.[OH2:38]>>[NH2:1][CH:2]([CH2:3][N:5]1[CH2:6][CH2:7][N:8]([c:11]2[c:12]([O:17][CH3:18])[cH:13][cH:14][cH:15][cH:16]2)[CH2:9][CH2:10]1)[CH2:19][CH:20]1[CH2:21][CH2:22][CH2:23][CH2:24][CH2:25]1. Starting materials: C(C)(CC)C1C(CCCC1)=O (2-sec-butylcyclohexanone), crude product, C(C)(C)(C)C1C(C(CCC1)Cl)=O (2-tert-butyl-6-chloro-cyclohexanone). The product is C(C)(CC)C1C(C(CCC1)Cl)=O (2-sec-butyl-6-chloro-cyclohexanone). As a reaction SMILES: [CH:1]([CH:5]1[CH2:10][CH2:9][CH2:8][CH2:7][C:6]1=[O:11])([CH2:3][CH3:4])[CH3:2].C(C1CCCC([Cl:22])C1=O)(C)(C)C>>[CH:1]([CH:5]1[CH2:10][CH2:9][CH2:8][CH:7]([Cl:22])[C:6]1=[O:11])([CH2:3][CH3:4])[CH3:2]. Procedure details: The chlorination of 2-sec-butylcyclohexanone takes place in a manner similar to that described above for the preparation of 2-tert-butyl-6-chloro-cyclohexanone. The title compound is reacted as a crude product without further characterization. Starting materials: C(C1=CC=CC=C1)OC(N[C@H]1CC2=CC=C(C=C2C1)CC(C)C)=O ((S)-(5-Isobutyl-indan-2-yl)-carbamic acid benzyl ester). Reagents/catalysts: [Pd] (Pd—C). Run in CO (methanol). Run at time 18 hour. Product: C(C(C)C)C=1C=C2C[C@H](CC2=CC1)N ((S)-5-Isobutyl-indan-2-ylamine). RXN SMILES: C(OC(=O)[NH:10][C@@H:11]1[CH2:19][C:18]2[C:13](=[CH:14][CH:15]=[C:16]([CH2:20][CH:21]([CH3:23])[CH3:22])[CH:17]=2)[CH2:12]1)C1C=CC=CC=1>CO.[Pd]>[CH2:20]([C:16]1[CH:17]=[C:18]2[C:13](=[CH:14][CH:15]=1)[CH2:12][C@H:11]([NH2:10])[CH2:19]2)[CH:21]([CH3:23])[CH3:22]. Procedure details: (S)-(5-Isobutyl-indan-2-yl)-carbamic acid benzyl ester ( ) is dissolved in methanol (100 ml), 10% Pd—C (200 mg) is added and the flask is purged with H2(g) (0.35 bar). The reaction mixture is stirred for 18 hours, the catalyst is filtered off. The solvent is removed in vacuo to give title compound. 1H nmr (CDCl3, 400 MHz); 7.10 (d, 1H), 7.00 (s, 1H), 6.90 (d, 1H), 3.85 (m, 1H), 3.15 (dd, 2H), 2.65 (dt, 2H), 2.45 (d, 2H), 1.80 (br m, 3H), 0.90 (d, 6H). The reactants are BrC1=C(C2=C(C(NCCC2=O)=O)N1)Br (2,3-dibromo-6,7-dihydro-1H,5H-pyrrolo[2,3-c]azepine-4,8-dione), N(N)C1=C(C(=O)O)C=CC=C1 (2-hydrazinobenzoic acid), Cl (HCl). Solvent: CCO (EtOH), CC(C)O (i-PrOH). The product is BrC1=C(C2=C(C(NCCC2=NNC2=C(C(=O)O)C=CC=C2)=O)N1)Br (2-[N′-(2,3-dibromo-8-oxo-5,6,7,8-tetrahydro-1H-pyrrolo[2,3-c]azepin-4-ylidene)-hydrazino]-benzoic acid). Reaction SMILES: [Br:1][C:2]1[NH:13][C:5]2[C:6](=[O:12])[NH:7][CH2:8][CH2:9][C:10](=O)[C:4]=2[C:3]=1[Br:14].[NH:15]([C:17]1[CH:25]=[CH:24][CH:23]=[CH:22][C:18]=1[C:19]([OH:21])=[O:20])[NH2:16].Cl>CCO.CC(O)C>[Br:1][C:2]1[NH:13][C:5]2[C:6](=[O:12])[NH:7][CH2:8][CH2:9][C:10](=[N:16][NH:15][C:17]3[CH:25]=[CH:24][CH:23]=[CH:22][C:18]=3[C:19]([OH:21])=[O:20])[C:4]=2[C:3]=1[Br:14]. Procedure details: To a solution of 2,3-dibromo-6,7-dihydro-1H,5H-pyrrolo[2,3-c]azepine-4,8-dione (32.2 mg, 0.10 mmol) in EtOH (5 mL) is added 2-hydrazinobenzoic acid (22.6 mg, 0.12 mmol) and HCl in i-PrOH (6N, 0.3 mL). The mixture is refluxed for 2 hours and then concentrated under reduced pressure. The residue is purified by HPLC (C18 column, eluted with CH3CN/H2O with 0.05% TFA) to give 2-[N′-(2,3-dibromo-8-oxo-5,6,7,8-tetrahydro-1H-pyrrolo[2,3-c]azepin-4-ylidene)-hydrazino]-benzoic acid; 1H NMR (DMSO-d6) δ 2.8... Starting materials: CN1CC2=C(C(CC1)OC1=CC=CC=C1)C=CC(=C2)C=2N=NC=CC2 ((−)-2-methyl-5-phenoxy-8-(pyridazin-3-yl)-2,3,4,5-tetrahydro-1H-benzo[c]azepine), C([C@H](O)[C@@H](O)C(=O)O)(=O)O (L-tartaric acid), resultant solution, O (water). Run in CO (methanol). The product is C(=O)(O)C(O)C(O)C(=O)O.CN1CC2=C(C(CC1)OC1=CC=CC=C1)C=CC(=C2)C=2N=NC=CC2 ((−)-2-methyl-5-phenoxy-8-(pyridazin-3-yl)-2,3,4,5-tetrahydro-1H-benzo[c]azepine, tartrate salt). The yield is 90.9%. RXN SMILES: [CH3:1][N:2]1[CH2:8][CH2:7][CH:6]([O:9][C:10]2[CH:15]=[CH:14][CH:13]=[CH:12][CH:11]=2)[C:5]2[CH:16]=[CH:17][C:18]([C:20]3[N:21]=[N:22][CH:23]=[CH:24][CH:25]=3)=[CH:19][C:4]=2[CH2:3]1.[C:26]([OH:35])(=[O:34])[C@@H:27]([C@H:29]([C:31]([OH:33])=[O:32])[OH:30])[OH:28].O>CO>[C:31]([CH:29]([CH:27]([C:26]([OH:35])=[O:34])[OH:28])[OH:30])([OH:33])=[O:32].[CH3:1][N:2]1[CH2:8][CH2:7][CH:6]([O:9][C:10]2[CH:11]=[CH:12][CH:13]=[CH:14][CH:15]=2)[C:5]2[CH:16]=[CH:17][C:18]([C:20]3[N:21]=[N:22][CH:23]=[CH:24][CH:25]=3)=[CH:19][C:4]=2[CH2:3]1 |f:4.5|. Reported procedure: To a solution of the aryloxybenzazepine (52 mg, 0.16 mmol) from Step B above in methanol (1 mL) was added L-tartaric acid (23.5 mg, 0.16 mmol) followed by slow addition of water (5 mL). The resultant solution was lyophilized overnight to give (−)-2-methyl-5-phenoxy-8-(pyridazin-3-yl)-2,3,4,5-tetrahydro-1H-benzo[c]azepine, tartrate salt (70 mg, 93%, AUC HPLC>99%) as a white solid: mp 98-100° C.; 1H NMR (CD3OD, 500 MHz) δ 9.17 (d, J=5.0 Hz, 1H), 8.21-8.18 (m, 2H), 8.08 (d, J=8.0 Hz, 1H), 7.82-7.79...